From a dataset of the Open Reaction Database (ORD), a public repository of structured organic reaction records. describe an organic reaction: reactants, conditions, products, and yield The reactants are ClCCl, CC(NC(=O)Cc1cc(F)cc(F)c1)C(=O)O, C#CCN1C(=O)C(N)C(c2ccccc2)Oc2ccccc21, On1nnc2ccccc21. The product is C#CCN1C(=O)C(NC(=O)C(C)NC(=O)Cc2cc(F)cc(F)c2)C(c2ccccc2)Oc2ccccc21. As a reaction SMILES: [Cl:50][CH2:51][Cl:52].[F:23][c:24]1[cH:25][c:26]([CH2:31][C:32](=[O:33])[NH:34][CH:35]([CH3:36])[C:37](=[O:38])[OH:39])[cH:27][c:28]([F:30])[cH:29]1.[NH2:1][CH:2]1[CH:3]([c:17]2[cH:18][cH:19][cH:20][cH:21][cH:22]2)[O:4][c:5]2[c:6]([cH:13][cH:14][cH:15][cH:16]2)[N:7]([CH2:10][C:11]#[CH:12])[C:8]1=[O:9].[OH:40][n:41]1[c:42]2[c:43]([cH:44][cH:45][cH:46][cH:47]2)[n:48][n:49]1>>[NH:1]([CH:2]1[CH:3]([c:17]2[cH:18][cH:19][cH:20][cH:21][cH:22]2)[O:4][c:5]2[c:6]([cH:13][cH:14][cH:15][cH:16]2)[N:7]([CH2:10][C:11]#[CH:12])[C:8]1=[O:9])[C:37]([CH:35]([NH:34][C:32]([CH2:31][c:26]1[cH:25][c:24]([F:23])[cH:29][c:28]([F:30])[cH:27]1)=[O:33])[CH3:36])=[O:38]. The reactants are P(Cl)(Cl)(Cl)(Cl)Cl (phosphorous pentachloride), C(=O)(O)C1=C(C(=O)OOC(C)(C)C)C=CC=C1 (t-butyl o-(carboxy)peroxybenzoate). Solvent: C1=CC=CC=C1 (benzene). Product: ClC(=O)C1=C(C(=O)OOC(C)(C)C)C=CC=C1 (t-butyl o-(chloroformyl)peroxybenzoate). RXN SMILES: [C:1]([C:4]1[CH:17]=[CH:16][CH:15]=[CH:14][C:5]=1[C:6]([O:8][O:9][C:10]([CH3:13])([CH3:12])[CH3:11])=[O:7])(O)=[O:2].P(Cl)(Cl)(Cl)(Cl)[Cl:19]>C1C=CC=CC=1>[Cl:19][C:1]([C:4]1[CH:17]=[CH:16][CH:15]=[CH:14][C:5]=1[C:6]([O:8][O:9][C:10]([CH3:13])([CH3:12])[CH3:11])=[O:7])=[O:2]. Procedure: To a suspension of t-butyl o-(carboxy)peroxybenzoate (16.2g. 0.06 moles) in 100 ml. of benzene at +6° to +24° C but preferably at +6° to +10° C was added in a single portion phosphorous pentachloride (12.6g. 0.06 moles). The reactants are COCC1=CC=C(C=N1)OC=1C=C2C=C(NC2=C(C1)OC1CCOCC1)C(=O)O (5-{[6-(methoxymethyl)pyridin-3-yl]oxy}-7-(tetrahydro-2H-pyran-4-yloxy)-1H-indole-2-carboxylic acid), O.ON1N=NC2=C1C=CC=C2 (1-hydroxybenzotriazole monohydrate), Cl.C(C)N=C=NCCCN(C)C (1-ethyl-3-(3-dimethylaminopropyl)carbodiimide hydrochloride), N (ammonia). The solvent is O (Water), CN(C=O)C (N,N-dimethylformamide). Run at time 1 hour. Yields the product COCC1=CC=C(C=N1)OC=1C=C2C=C(NC2=C(C1)OC1CCOCC1)C(=O)N (5-{[6-(Methoxymethyl)pyridin-3-yl]oxy}-7-(tetrahydro-2H-pyran-4-yloxy)-1H-indole-2-carboxamide). The yield is 136.2%. Reaction SMILES: [CH3:1][O:2][CH2:3][C:4]1[N:9]=[CH:8][C:7]([O:10][C:11]2[CH:12]=[C:13]3[C:17](=[C:18]([O:20][CH:21]4[CH2:26][CH2:25][O:24][CH2:23][CH2:22]4)[CH:19]=2)[NH:16][C:15]([C:27](O)=[O:28])=[CH:14]3)=[CH:6][CH:5]=1.O.O[N:32]1C2C=CC=CC=2N=N1.Cl.C(N=C=NCCCN(C)C)C.N>CN(C)C=O.O>[CH3:1][O:2][CH2:3][C:4]1[N:9]=[CH:8][C:7]([O:10][C:11]2[CH:12]=[C:13]3[C:17](=[C:18]([O:20][CH:21]4[CH2:22][CH2:23][O:24][CH2:25][CH2:26]4)[CH:19]=2)[NH:16][C:15]([C:27]([NH2:32])=[O:28])=[CH:14]3)=[CH:6][CH:5]=1 |f:1.2,3.4|. Procedure details: To a solution of 5-{[6-(methoxymethyl)pyridin-3-yl]oxy}-7-(tetrahydro-2H-pyran-4-yloxy)-1H-indole-2-carboxylic acid (2.2 g) in N,N-dimethylformamide (20 mL) were added 1-hydroxybenzotriazole monohydrate (1.27 g), 1-ethyl-3-(3-dimethylaminopropyl)carbodiimide hydrochloride (1.6 g) and 25% aqueous ammonia (10 mL) and the mixture was stirred at room temperature for 1 hr. Water was added to the reaction mixture, and the mixture was extracted with ethyl acetate. The organic layer was washed with satu... The reactants are COC(=O)C1=C(C=2C=NC=CC2N1CCO[Si](C(C)C)(C(C)C)C(C)C)NC1=C(C=C(C=C1)I)F (3-(2-fluoro-4-iodo-phenylamino)-1-(2-triisopropylsilanyloxy-ethyl)-1H-pyrrolo[3,2-c]pyridine-2-carboxylic acid methyl ester), CCN(C(C)C)C(C)C (DIPEA), C=1C=CC2=C(C1)N=NN2O (HOBt), C(=C)OCCON (O-(2-vinyloxy-ethyl)-hydroxylamine), aqueous solution, [OH-].[Na+] (sodium hydroxide), CCN=C=NCCCN(C)C (EDCI). Solvent: C(C)O (ethanol), C1CCOC1 (THF). Reaction conditions: temperature 65 celsius, time 1 hour. The product is C(=C)OCCONC(=O)C1=C(C=2C=NC=CC2N1CCO[Si](C(C)C)(C(C)C)C(C)C)NC1=C(C=C(C=C1)I)F (3-(2-Fluoro-4-iodo-phenylamino)-1-(2-triisopropylsilanyloxy-ethyl)-1H-pyrrolo[3,2-c]pyridine-2-carboxylic acid (2-vinyloxy-ethoxy)-amide), solid. Yield: 57.0%. As a reaction SMILES: CO[C:3]([C:5]1[N:13]([CH2:14][CH2:15][O:16][Si:17]([CH:24]([CH3:26])[CH3:25])([CH:21]([CH3:23])[CH3:22])[CH:18]([CH3:20])[CH3:19])[C:12]2[CH:11]=[CH:10][N:9]=[CH:8][C:7]=2[C:6]=1[NH:27][C:28]1[CH:33]=[CH:32][C:31]([I:34])=[CH:30][C:29]=1[F:35])=[O:4].[OH-].[Na+].[CH:38]([O:40][CH2:41][CH2:42][O:43][NH2:44])=[CH2:39].CCN=C=NCCCN(C)C.C1C=CC2N(O)N=NC=2C=1.CCN(C(C)C)C(C)C>C(O)C.C1COCC1>[CH:38]([O:40][CH2:41][CH2:42][O:43][NH:44][C:3]([C:5]1[N:13]([CH2:14][CH2:15][O:16][Si:17]([CH:18]([CH3:19])[CH3:20])([CH:24]([CH3:26])[CH3:25])[CH:21]([CH3:22])[CH3:23])[C:12]2[CH:11]=[CH:10][N:9]=[CH:8][C:7]=2[C:6]=1[NH:27][C:28]1[CH:33]=[CH:32][C:31]([I:34])=[CH:30][C:29]=1[F:35])=[O:4])=[CH2:39] |f:1.2|. Procedure details: To a suspension of 3-(2-fluoro-4-iodo-phenylamino)-1-(2-triisopropylsilanyloxy-ethyl)-1H-pyrrolo[3,2-c]pyridine-2-carboxylic acid methyl ester (90 mg, 0.15 mmol) in ethanol (2 mL) was added a 1M aqueous solution of sodium hydroxide (0.15 mL, 0.15 mmol). The reaction mixture was heated at 65° C., stirred for 1 hour, cooled to room temperature, concentrated and azeotroped with toluene. The resultant residue was suspended in THF to which O-(2-vinyloxy-ethyl)-hydroxylamine (31 mg, 0.30 mmol), EDCI (...